This data is from the Open Reaction Database (ORD), a public repository of structured organic reaction records. The task is: describe an organic reaction: reactants, conditions, products, and yield Reactants: [OH-].[K+] (KOH), [OH-].[K+] (potassium hydroxide), C(CO)O (ethylene glycol), NC1=C(C#N)C=C(C=C1)S(=O)(=O)C (2-Amino-5-methanesulfonyl-benzonitrile). Run in O (water). Conditions: temperature 80 celsius, time 16 hour. The product is NC1=C(C(=O)O)C=C(C=C1)S(=O)(=O)C (2-amino-5-methanesulfonyl-benzoic acid). Reaction SMILES: [OH-:1].[K+].[NH2:3][C:4]1C=[CH:10][C:9]([S:12]([CH3:15])(=[O:14])=[O:13])=[CH:8][C:5]=1C#N.[CH2:16]([OH:19])[CH2:17]O>O>[NH2:3][C:4]1[CH:5]=[CH:8][C:9]([S:12]([CH3:15])(=[O:14])=[O:13])=[CH:10][C:17]=1[C:16]([OH:19])=[O:1] |f:0.1|. Reported procedure: To a solution of 2-chloro-4-methylsulfonyl aniline (1.0 g, 4.9 mmol) in N-methylpyrrolidine (10 mL) was added copper (I) cyanide (4.35 g, 48.6 mmol) under nitrogen. The reaction mixture was stirred at 180° C. for 72 hours, cooled to room temperature, poured to a 1:1 mixture of ammonia and water (200 mL), stirred for 1 hour, and then filtered off. The residue was washed with CH2Cl2 (50 mL) and filtrate was extracted with CH2Cl2 (3×20 mL). The combined organic layers were backwashed with water (50... As a reaction SMILES: [CH3:40][CH2:41][O:42][C:43](=[O:44])[CH3:45].[CH3:46][N:47]([CH3:48])[CH:49]=[O:50].[Cl:51][CH2:52][Cl:53].[F:26][C:27]([c:28]1[cH:29][c:30]([S:34](=[O:35])(=[O:36])[Cl:37])[cH:31][cH:32][cH:33]1)([F:38])[F:39].[NH2:1][c:2]1[cH:3][c:4]([C:9](=[O:10])[N:11]2[CH2:12][CH:13]3[N:14]([CH2:15][CH2:16]2)[CH2:17][CH2:18][CH2:19]3)[cH:5][cH:6][c:7]1[F:8].[Na+:20].[Na+:21].[O-:22][C:23](=[O:24])[O-:25]>>[NH:1]([c:2]1[cH:3][c:4]([C:9](=[O:10])[N:11]2[CH2:12][CH:13]3[N:14]([CH2:15][CH2:16]2)[CH2:17][CH2:18][CH2:19]3)[cH:5][cH:6][c:7]1[F:8])[S:34]([c:30]1[cH:29][c:28]([C:27]([F:26])([F:38])[F:39])[cH:33][cH:32][cH:31]1)(=[O:35])=[O:36]. Yields the product O=C(c1ccc(F)c(NS(=O)(=O)c2cccc(C(F)(F)F)c2)c1)N1CCN2CCCC2C1. Starting materials: CCOC(C)=O, CN(C)C=O, ClCCl, O=S(=O)(Cl)c1cccc(C(F)(F)F)c1, Nc1cc(C(=O)N2CCN3CCCC3C2)ccc1F, [Na+], [Na+], O=C([O-])[O-]. Reactants: COc1ccccc1, O=C(Cl)C1CCCCC1, O=S(=O)([O-])C(F)(F)F, O=S(=O)([O-])C(F)(F)F, O=S(=O)([O-])C(F)(F)F, C[N+](=O)[O-], [Yb+3]. Yields the product COc1ccc(C(=O)C2CCCCC2)cc1. As a reaction SMILES: [CH3:1][O:2][c:3]1[cH:4][cH:5][cH:6][cH:7][cH:8]1.[CH:9]1([C:15](=[O:16])[Cl:17])[CH2:10][CH2:11][CH2:12][CH2:13][CH2:14]1.[F:18][C:19]([F:20])([F:21])[S:22]([O-:23])(=[O:24])=[O:25].[F:27][C:28]([F:29])([F:30])[S:31]([O-:32])(=[O:33])=[O:34].[F:35][C:36]([F:37])([F:38])[S:39]([O-:40])(=[O:41])=[O:42].[N+:43]([CH3:44])([O-:45])=[O:46].[Yb+3:26]>>[CH3:1][O:2][c:3]1[cH:4][cH:5][c:6]([C:15]([CH:9]2[CH2:10][CH2:11][CH2:12][CH2:13][CH2:14]2)=[O:16])[cH:7][cH:8]1. The reactants are FC(C=1C=C(C(=O)N2CCC3(C(NC(N3C3=C(C=CC=C3)C)=O)=O)CC2)C=C(C1)C(F)(F)F)(F)F (8-(3,5-bis-trifluoromethyl-benzoyl)-1-o-tolyl-1,3,8-triaza-spiro[4.5]decane-2,4-dione), OCCN1CCOCC1 (N-(2-hydroxyethyl)morpholine). The product is FC(C=1C=C(C(=O)N2CCC3(C(N(C(N3C3=C(C=CC=C3)C)=O)CCN3CCOCC3)=O)CC2)C=C(C1)C(F)(F)F)(F)F (8-(3,5-Bis-trifluoromethyl-benzoyl)-3-(2-morpholin-4-yl-ethyl)-1-o-tolyl-1,3,8-triaza-spiro[4.5]decane-2.4-dione). Reaction SMILES: [F:1][C:2]([F:35])([F:34])[C:3]1[CH:4]=[C:5]([CH:27]=[C:28]([C:30]([F:33])([F:32])[F:31])[CH:29]=1)[C:6]([N:8]1[CH2:26][CH2:25][C:11]2([N:15]([C:16]3[CH:21]=[CH:20][CH:19]=[CH:18][C:17]=3[CH3:22])[C:14](=[O:23])[NH:13][C:12]2=[O:24])[CH2:10][CH2:9]1)=[O:7].O[CH2:37][CH2:38][N:39]1[CH2:44][CH2:43][O:42][CH2:41][CH2:40]1>>[F:35][C:2]([F:1])([F:34])[C:3]1[CH:4]=[C:5]([CH:27]=[C:28]([C:30]([F:33])([F:32])[F:31])[CH:29]=1)[C:6]([N:8]1[CH2:26][CH2:25][C:11]2([N:15]([C:16]3[CH:21]=[CH:20][CH:19]=[CH:18][C:17]=3[CH3:22])[C:14](=[O:23])[N:13]([CH2:37][CH2:38][N:39]3[CH2:44][CH2:43][O:42][CH2:41][CH2:40]3)[C:12]2=[O:24])[CH2:10][CH2:9]1)=[O:7]. Reported procedure: The title compound, MS: m/e=613.1 (M+), was prepared in accordance with the general method of example 121 from 8-(3,5-bis-trifluoromethyl-benzoyl)-1-o-tolyl-1,3,8-triaza-spiro[4.5]decane-2,4-dione and N-(2-hydroxyethyl)morpholine. Product: OC1=C(C=C(C=C1)C(C)=O)CN1CCN(CC1)C (1-[4-Hydroxy-3-(4-methyl-piperazin-1-ylmethyl)-phenyl]-ethanone). Reported procedure: A solution of formaldehyde (37% w/w, 8.2 mL) was added to a solution of 4′-Hydroxy acetophenone (100 mmol), and N-methylpiperazine (110 mmol) in EtOH. Heated at reflux overnight. The solvent was evaporated on celite and the residue was purified by flash chromatography and crystallized from heptane to give the title product as white needles in 55% yield. 1H-NMR (DMSO-d6) δ 7.76 (dd, 1H), 7.74 (s, 1H), 6.81 (d, 1H), 3.69 (s, 2H), 2.47 (br, 4H), 2.46 (s, 3H), 2.35 (br, 4H), 2.17 (s, 3H). The yield is 55.0%. Reactants: C=O (formaldehyde), OC1=CC=C(C=C1)C(C)=O (4′-Hydroxy acetophenone), CN1CCNCC1 (N-methylpiperazine). As a reaction SMILES: [CH2:1]=O.[OH:3][C:4]1[CH:9]=[CH:8][C:7]([C:10](=[O:12])[CH3:11])=[CH:6][CH:5]=1.[CH3:13][N:14]1[CH2:19][CH2:18][NH:17][CH2:16][CH2:15]1>CCO>[OH:3][C:4]1[CH:9]=[CH:8][C:7]([C:10](=[O:12])[CH3:11])=[CH:6][C:5]=1[CH2:13][N:14]1[CH2:19][CH2:18][N:17]([CH3:1])[CH2:16][CH2:15]1. Run in CCO (EtOH). Reactants: C[Si](C)(C)OC1=C(C=C(C=C1C(C)(C)C)C(C)(C)C)P(C1=CC=CC=C1)C1=CC=CC=C1 (4,6-di-tert-butyl-2-diphenylphosphinophenyl trimethylsilyl ether), O1CCCC1.[Cl-].[Cl-].[Cl-].[Cl-].[Zr+4] (zirconium tetrachloride tetrahydrofuran). The solvent is O1CCCC1 (tetrahydrofuran), O1CCCC1 (tetrahydrofuran). Reaction conditions: temperature -30 celsius, time 1 hour. Yields the product [Cl-].[Cl-].C1(=CC=CC=C1)P(C1=C(O[Zr+2]OC2=C(C=C(C=C2C(C)(C)C)C(C)(C)C)P(C2=CC=CC=C2)C2=CC=CC=C2)C(=CC(=C1)C(C)(C)C)C(C)(C)C)C1=CC=CC=C1 (bis (2-diphenylphosphino-4,6-di-tert-butylphenoxy) zirconium dichloride). Isolated yield 58.1%. As a reaction SMILES: C[Si]([O:5][C:6]1[C:11]([C:12]([CH3:15])([CH3:14])[CH3:13])=[CH:10][C:9]([C:16]([CH3:19])([CH3:18])[CH3:17])=[CH:8][C:7]=1[P:20]([C:27]1[CH:32]=[CH:31][CH:30]=[CH:29][CH:28]=1)[C:21]1[CH:26]=[CH:25][CH:24]=[CH:23][CH:22]=1)(C)C.[O:33]1[CH2:37][CH2:36][CH2:35][CH2:34]1.[Cl-:38].[Cl-].[Cl-].[Cl-].[Zr+4:42]>O1CCCC1>[Cl-:38].[Cl-:38].[C:21]1([P:20]([C:27]2[CH:32]=[CH:31][CH:30]=[CH:29][CH:28]=2)[C:7]2[CH:8]=[C:9]([C:16]([CH3:19])([CH3:18])[CH3:17])[CH:10]=[C:11]([C:12]([CH3:15])([CH3:14])[CH3:13])[C:6]=2[O:5][Zr+2:42][O:33][C:37]2[C:36]([C:12]([CH3:13])([CH3:14])[CH3:15])=[CH:35][C:34]([C:16]([CH3:19])([CH3:18])[CH3:17])=[CH:28][C:27]=2[P:20]([C:21]2[CH:26]=[CH:25][CH:24]=[CH:23][CH:22]=2)[C:7]2[CH:8]=[CH:9][CH:10]=[CH:11][CH:6]=2)[CH:26]=[CH:25][CH:24]=[CH:23][CH:22]=1 |f:1.2.3.4.5.6,8.9.10|. Procedure details: Next, 0.98 g (2.11 millimole) of this 4,6-di-tert-butyl-2-diphenylphosphinophenyl trimethylsilyl ether was dissolved in 15 ml of dehydrated tetrahydrofuran under nitrogen flow, and the solution was cooled down to −30° C. Then, a dehydrated tetrahydrofuran solution of 0.4 g (1.06 millimole) of a zirconium tetrachloride tetrahydrofuran adduct was added thereto step by step, and the solution was stirred at a room temperature for one hour. Further, the solution was refluxed for 3 days by heating. Th...